This data is from the Open Reaction Database (ORD), a public repository of structured organic reaction records. The task is: describe an organic reaction: reactants, conditions, products, and yield Starting materials: C(C)(C)(C)OC(=O)N1C[C@@H]([C@H](C1)O)N=[N+]=[N-] ((3S,4S)-3-azido-4-hydroxy-pyrrolidine-1-carboxylic acid tert-butyl ester), IC (iodomethane), IC (iodomethane). The reagents and catalysts are [Ag-]=O (silver(I) oxide), [Ag-]=O (silver(I) oxide). Run in C(C)#N (acetonitrile), C1CCOC1 (THF). The product is C(C)(C)(C)OC(=O)N1C[C@@H]([C@H](C1)OC)N=[N+]=[N-] ((3S,4S)-3-azido-4-methoxy-pyrrolidine-1-carboxylic acid tert-butyl ester). RXN SMILES: [C:1]([O:5][C:6]([N:8]1[CH2:12][C@H:11]([OH:13])[C@@H:10]([N:14]=[N+:15]=[N-:16])[CH2:9]1)=[O:7])([CH3:4])([CH3:3])[CH3:2].I[CH3:18]>C(#N)C.C1COCC1.[Ag-]=O>[C:1]([O:5][C:6]([N:8]1[CH2:12][C@H:11]([O:13][CH3:18])[C@@H:10]([N:14]=[N+:15]=[N-:16])[CH2:9]1)=[O:7])([CH3:4])([CH3:2])[CH3:3]. Procedure details: 24.1 A solution of 1.0 g (3S,4S)-3-azido-4-hydroxy-pyrrolidine-1-carboxylic acid tert-butyl ester (example 22.2) in 15 ml acetonitrile and 3 ml THF was treated with 3.0 g silver(I) oxide and and 2.7 ml iodomethane. The reaction mixture was stirred over night at r.t., then again treated with 3.0 g silver(I) oxide and 2.7 ml iodomethane. The reaction was agitated over night at r.t., then filtrated. The filtrate was concentrated. The crude product was purified by chromatography (silica gel; cyclohe... Yield: 64.1%. Yields the product ClCC=1N(C2=C(C(=NC(=C2C)C)OC2=CC=CC=C2)N1)CCNC(OC(C)(C)C)=O (tert-butyl 2-[2-(chloromethyl)-6,7-dimethyl-4-phenoxy-1H-imidazo[4,5-c]pyridin-1-yl]ethylcarbamate). Reaction SMILES: [NH2:1][C:2]1[C:3]([O:21][C:22]2[CH:27]=[CH:26][CH:25]=[CH:24][CH:23]=2)=[N:4][C:5]([CH3:20])=[C:6]([CH3:19])[C:7]=1[NH:8][CH2:9][CH2:10][NH:11][C:12](=[O:18])[O:13][C:14]([CH3:17])([CH3:16])[CH3:15].Cl.[Cl:29][CH2:30][C:31](=N)OCC>C(Cl)(Cl)Cl>[Cl:29][CH2:30][C:31]1[N:8]([CH2:9][CH2:10][NH:11][C:12](=[O:18])[O:13][C:14]([CH3:17])([CH3:16])[CH3:15])[C:7]2[C:6]([CH3:19])=[C:5]([CH3:20])[N:4]=[C:3]([O:21][C:22]3[CH:23]=[CH:24][CH:25]=[CH:26][CH:27]=3)[C:2]=2[N:1]=1 |f:1.2|. Procedure: tert-Butyl 2-[(3-amino-5,6-dimethyl-2-phenoxypyridin-4-yl)amino]ethylcarbamate (17.9 g, 48.1 mmol), prepared as described in U.S. Pat. No. 6,545,016 Example 23, Parts A through C, was dissolved in chloroform (250 mL). Ethyl 2-chloroacetimidate hydrochloride (15.2 g, 96 mmol) was added to the solution and the reaction mixture was stirred at 60° C. for 5 hours. Additional ethyl 2-chloroacetimidate hydrochloride (1.9 g) was added to the reaction mixture and stirred for 0.5 hours. The reaction mixtu... The reactants are NC=1C(=NC(=C(C1NCCNC(OC(C)(C)C)=O)C)C)OC1=CC=CC=C1 (tert-Butyl 2-[(3-amino-5,6-dimethyl-2-phenoxypyridin-4-yl)amino]ethylcarbamate), Cl.ClCC(OCC)=N (Ethyl 2-chloroacetimidate hydrochloride), Cl.ClCC(OCC)=N (ethyl 2-chloroacetimidate hydrochloride). Reaction conditions: temperature 60 celsius, time 5 hour. The solvent is C(Cl)(Cl)Cl (chloroform). Starting materials: C(C)(C)(C)OC(=O)NC1=NC(=CC=C1)CCC=NO ((tert-butoxy)-N-[6-(3-(hydroxyimino)propyl)(2-pyridyl)]carboxamide), C(C)O.C(C)(=O)O (ethanol acetic acid). The reagents and catalysts are [Pd] (palladium on carbon). Run at time 18 hour. Product: NCCCC1=CC=CC(=N1)NC(=O)OC(C)(C)C (N-[6-(3-aminopropyl)(2-pyridyl)](tert-butoxy)carboxamide). Reaction SMILES: [C:1]([O:5][C:6]([NH:8][C:9]1[CH:14]=[CH:13][CH:12]=[C:11]([CH2:15][CH2:16][CH:17]=[N:18]O)[N:10]=1)=[O:7])([CH3:4])([CH3:3])[CH3:2].C(O)C.C(O)(=O)C>[Pd]>[NH2:18][CH2:17][CH2:16][CH2:15][C:11]1[N:10]=[C:9]([NH:8][C:6]([O:5][C:1]([CH3:4])([CH3:3])[CH3:2])=[O:7])[CH:14]=[CH:13][CH:12]=1 |f:1.2|. Procedure: To a solution of (tert-butoxy)-N-[6-(3-(hydroxyimino)propyl)(2-pyridyl)]carboxamide in ethanol/acetic acid (4 eq/1 eq, 0.1M) under nitrogen was added 5% palladium on carbon. The reaction was stirred under hydrogen at 60 psi for 18 hr. The reaction was filtered thru celite and concentrated in vacuo to yield the product. EI-MS m/z 252(M+H)+ Reactants: CO, [Na+], [OH-], COC(=O)c1ccc(-c2cccs2)nc1. Product: O=C(O)c1ccc(-c2cccs2)nc1. RXN SMILES: [CH3:16][OH:17].[Na+:19].[OH-:18].[s:1]1[c:2](-[c:6]2[cH:7][cH:8][c:9]([C:12](=[O:13])[O:14][CH3:15])[cH:10][n:11]2)[cH:3][cH:4][cH:5]1>>[s:1]1[c:2](-[c:6]2[cH:7][cH:8][c:9]([C:12](=[O:13])[OH:14])[cH:10][n:11]2)[cH:3][cH:4][cH:5]1. The reactants are S(=O)([O-])S(=O)[O-].[Na+].[Na+] (sodium dithionite), N1=CC=C(C=C1)N1CCN(CC1)C1=CC=C(C=C1)[N+](=O)[O-] (1-(4-pyridyl)-4-(4-nitrophenyl)piperazine). Run in O (water), CO (methanol). Product: N1=CC=C(C=C1)N1CCN(CC1)C1=CC=C(C=C1)N (1-(4-pyridyl)-4-(4-aminophenyl)piperazine). The yield is 81.2%. As a reaction SMILES: S(S([O-])=O)([O-])=O.[Na+].[Na+].[N:9]1[CH:14]=[CH:13][C:12]([N:15]2[CH2:20][CH2:19][N:18]([C:21]3[CH:26]=[CH:25][C:24]([N+:27]([O-])=O)=[CH:23][CH:22]=3)[CH2:17][CH2:16]2)=[CH:11][CH:10]=1>O.CO>[N:9]1[CH:14]=[CH:13][C:12]([N:15]2[CH2:16][CH2:17][N:18]([C:21]3[CH:26]=[CH:25][C:24]([NH2:27])=[CH:23][CH:22]=3)[CH2:19][CH2:20]2)=[CH:11][CH:10]=1 |f:0.1.2|. Procedure details: A solution of sodium dithionite (2.5 g) in water (10 ml) was added to a warmed solution of 1-(4-pyridyl)-4-(4-nitrophenyl)piperazine (0.551 g) in methanol (50 ml) and the mixture was allowed to reflux for 2 hours. The methanol was removed by evaporation and the resulting concentrated solution was basified with solid Na2SO4. The organic material was extracted into ethyl acetate, washed with water, brine, dried (Na2SO4) and evaporated to give 1-(4-pyridyl)-4-(4-aminophenyl)piperazine (0.4 g) as an... Starting materials: BrCc1cccc(-c2ccsc2)c1, CC(=O)[O-], CC(=O)O, [K+], O. Yields the product CC(=O)OCc1cccc(-c2ccsc2)c1. RXN SMILES: [Br:1][CH2:2][c:3]1[cH:4][c:5](-[c:9]2[cH:10][s:11][cH:12][cH:13]2)[cH:6][cH:7][cH:8]1.[CH3:15][C:16]([O-:17])=[O:18].[CH3:20][C:21](=[O:22])[OH:23].[K+:14].[OH2:19]>>[CH2:2]([c:3]1[cH:4][c:5](-[c:9]2[cH:10][s:11][cH:12][cH:13]2)[cH:6][cH:7][cH:8]1)[O:18][C:16]([CH3:15])=[O:17]. The reactants are NC1CC1, O, NC(=S)Cc1ccccn1. Product: S=C(Cc1ccccn1)NC1CC1. As a reaction SMILES: [CH:11]1([NH2:14])[CH2:12][CH2:13]1.[OH2:15].[n:1]1[c:2]([CH2:7][C:8](=[S:9])[NH2:10])[cH:3][cH:4][cH:5][cH:6]1>>[n:1]1[c:2]([CH2:7][C:8](=[S:9])[NH:10][CH:11]2[CH2:12][CH2:13]2)[cH:3][cH:4][cH:5][cH:6]1. The reactants are CC(C)(C)[Si](OCC(=O)CO)(c1ccccc1)c1ccccc1, CCCCCCCCCCCCCC(=O)Cl, CN(C)c1ccncc1, ClCCl, c1ccncc1. The product is CCCCCCCCCCCCCC(=O)OCC(=O)CO[Si](c1ccccc1)(c1ccccc1)C(C)(C)C. As a reaction SMILES: [C:1]([CH3:2])([CH3:3])([CH3:4])[Si:5]([O:6][CH2:7][C:8]([CH2:9][OH:10])=[O:11])([c:12]1[cH:13][cH:14][cH:15][cH:16][cH:17]1)[c:18]1[cH:19][cH:20][cH:21][cH:22][cH:23]1.[C:30]([CH2:31][CH2:32][CH2:33][CH2:34][CH2:35][CH2:36][CH2:37][CH2:38][CH2:39][CH2:40][CH2:41][CH2:42][CH3:43])(=[O:44])[Cl:45].[CH3:46][N:47]([c:48]1[cH:49][cH:50][n:51][cH:52][cH:53]1)[CH3:54].[Cl:55][CH2:56][Cl:57].[cH:24]1[cH:25][cH:26][n:27][cH:28][cH:29]1>>[C:1]([CH3:2])([CH3:3])([CH3:4])[Si:5]([O:6][CH2:7][C:8]([CH2:9][O:10][C:30]([CH2:31][CH2:32][CH2:33][CH2:34][CH2:35][CH2:36][CH2:37][CH2:38][CH2:39][CH2:40][CH2:41][CH2:42][CH3:43])=[O:44])=[O:11])([c:12]1[cH:13][cH:14][cH:15][cH:16][cH:17]1)[c:18]1[cH:19][cH:20][cH:21][cH:22][cH:23]1.